Dataset: the Open Reaction Database (ORD), a public repository of structured organic reaction records. Task: describe an organic reaction: reactants, conditions, products, and yield Reactants: O=C(Cl)C(=O)Cl, ClCCl, Cl, O=C(O)c1cc(-c2ccncc2)nc2ccccc12. The product is [Cl-], Cl, O=C(O)c1cc(-c2ccncc2)nc2ccccc12. RXN SMILES: [Cl:1][C:2]([C:3]([Cl:4])=[O:5])=[O:6].[Cl:27][CH2:28][Cl:29].[ClH:7].[n:8]1[cH:9][cH:10][c:11](-[c:14]2[n:15][c:16]3[cH:17][cH:18][cH:19][cH:20][c:21]3[c:22]([C:24](=[O:25])[OH:26])[cH:23]2)[cH:12][cH:13]1>>[Cl-:7].[ClH:1].[n:8]1[cH:9][cH:10][c:11](-[c:14]2[n:15][c:16]3[cH:17][cH:18][cH:19][cH:20][c:21]3[c:22]([C:24](=[O:25])[OH:26])[cH:23]2)[cH:12][cH:13]1. Starting materials: C1COCCO1, NC1CCCCC1N, Fc1cc(Cl)ccc1I, [Cu]I, [K+], [K+], [K+], O=C1CCCN1, O=P([O-])([O-])[O-]. The product is O=C1CCCN1c1ccc(Cl)cc1F. As a reaction SMILES: [CH2:32]1[O:33][CH2:34][CH2:35][O:36][CH2:37]1.[CH:16]1([NH2:17])[CH2:18][CH2:19][CH2:20][CH2:21][CH:22]1[NH2:23].[Cl:1][c:2]1[cH:3][c:4]([F:9])[c:5]([I:8])[cH:6][cH:7]1.[Cu:38][I:39].[K+:29].[K+:30].[K+:31].[O:10]=[C:11]1[CH2:12][CH2:13][CH2:14][NH:15]1.[P:24]([O-:25])([O-:26])([O-:27])=[O:28]>>[Cl:1][c:2]1[cH:3][c:4]([F:9])[c:5]([N:15]2[C:11](=[O:10])[CH2:12][CH2:13][CH2:14]2)[cH:6][cH:7]1.